Dataset: the Open Reaction Database (ORD), a public repository of structured organic reaction records. Task: describe an organic reaction: reactants, conditions, products, and yield Reactants: O1C(=CC=C1)C(C(=O)O)=NOC (2-(furan-2-yl)-2-(methoxyimino)acetic acid), C(C)(=O)Cl (acetyl chloride). Run in CO (MeOH), CO (MeOH). Product: O1C(=CC=C1)C(C(=O)OC)=NOC (methyl 2-(furan-2-yl)-2-(methoxyimino)acetate). Yield: 92.0%. Reaction SMILES: [O:1]1[CH:5]=[CH:4][CH:3]=[C:2]1[C:6](=[N:10][O:11][CH3:12])[C:7]([OH:9])=[O:8].[C:13](Cl)(=O)C>CO>[O:1]1[CH:5]=[CH:4][CH:3]=[C:2]1[C:6](=[N:10][O:11][CH3:12])[C:7]([O:9][CH3:13])=[O:8]. Procedure: The crude 2-(furan-2-yl)-2-(methoxyimino)acetic acid (Example 2a) was dissolved in 100 mL of MeOH and was added to a solution of acetyl chloride (3.82 ml, 53.5 mmol) in 50 mL of MeOH. After refluxing for 16 hr, solvent was removed on the rotary evaporator and the crude product was added to 100 mL EtOAc and 20 mL of water. The organic layer was washed with 20 mL of a saturated solution of NaCl, dried (MgSO4) and solvent removed to give methyl 2-(furan-2-yl)-2-(methoxyimino)acetate (6.35 g, 32.9 m... Starting materials: CCN=C=NCCCN(C)C, ClCCl, Cl, FC(F)(F)c1ccc2c(c1)CNCC2, O=C(O)CN1CCC(c2ccccc2)(c2ccccc2)C1=O. Product: O=C(CN1CCC(c2ccccc2)(c2ccccc2)C1=O)N1CCc2ccc(C(F)(F)F)cc2C1. RXN SMILES: [CH2:38]([N:39]=[C:40]=[N:41][CH2:42][CH2:43][CH2:44][N:45]([CH3:46])[CH3:47])[CH3:48].[Cl:49][CH2:50][Cl:51].[ClH:37].[F:1][C:2]([c:3]1[cH:4][cH:5][c:6]2[c:11]([cH:12]1)[CH2:10][NH:9][CH2:8][CH2:7]2)([F:13])[F:14].[O:15]=[C:16]1[N:17]([CH2:33][C:34](=[O:35])[OH:36])[CH2:18][CH2:19][C:20]1([c:21]1[cH:22][cH:23][cH:24][cH:25][cH:26]1)[c:27]1[cH:28][cH:29][cH:30][cH:31][cH:32]1>>[F:1][C:2]([c:3]1[cH:4][cH:5][c:6]2[c:11]([cH:12]1)[CH2:10][N:9]([C:34]([CH2:33][N:17]1[C:16](=[O:15])[C:20]([c:21]3[cH:22][cH:23][cH:24][cH:25][cH:26]3)([c:27]3[cH:28][cH:29][cH:30][cH:31][cH:32]3)[CH2:19][CH2:18]1)=[O:35])[CH2:8][CH2:7]2)([F:13])[F:14]. Starting materials: C1OC=2C=C(CN([C@@H](C(=O)O)CNS(=O)(=O)C)S(=O)(=O)C3=C(C=C(C=C3C)OC)C)C=CC2O1 (2(R)-[(3,4-methylendioxybenzyl)-(2,6-dimethyl-4-methoxybenzenesulfonyl)amino]-3-methanesulfonylamino-propionic acid), C(C1=CC=CC=C1)ON (O-benzylhydroxylamine), O.ON1N=NC2=C1C=CC=C2 (1-hydroxybenzotriazole hydrate), CN1CCOCC1 (N-methylmorpholine), 1-ethyl-3(3-dimethylamino)-propyl carbodiimide hydrochloride salt. Run in CN(C=O)C (dimethylformamide). Reaction conditions: time 8 hour. Product: C(C1=CC=CC=C1)ONC([C@@H](CNS(=O)(=O)C)N(S(=O)(=O)C1=C(C=C(C=C1C)OC)C)CC1=CC2=C(C=C1)OCO2)=O (N-benzyloxy 2(R)-[(3,4-methylendioxybenzyl)-(2,6-dimethyl-4-methoxybenzenesulfonyl)amino]-3-methanesulfonylamino-propionamide). Isolated yield 50.2%. RXN SMILES: [CH2:1]1[O:34][C:33]2[CH:32]=[CH:31][C:5]([CH2:6][N:7]([S:18]([C:21]3[C:26]([CH3:27])=[CH:25][C:24]([O:28][CH3:29])=[CH:23][C:22]=3[CH3:30])(=[O:20])=[O:19])[C@H:8]([CH2:12][NH:13][S:14]([CH3:17])(=[O:16])=[O:15])[C:9]([OH:11])=O)=[CH:4][C:3]=2[O:2]1.[CH2:35]([O:42][NH2:43])[C:36]1[CH:41]=[CH:40][CH:39]=[CH:38][CH:37]=1.O.ON1C2C=CC=CC=2N=N1.CN1CCOCC1>CN(C)C=O>[CH2:35]([O:42][NH:43][C:9](=[O:11])[C@H:8]([N:7]([CH2:6][C:5]1[CH:31]=[CH:32][C:33]2[O:34][CH2:1][O:2][C:3]=2[CH:4]=1)[S:18]([C:21]1[C:26]([CH3:27])=[CH:25][C:24]([O:28][CH3:29])=[CH:23][C:22]=1[CH3:30])(=[O:20])=[O:19])[CH2:12][NH:13][S:14]([CH3:17])(=[O:15])=[O:16])[C:36]1[CH:41]=[CH:40][CH:39]=[CH:38][CH:37]=1 |f:2.3|. Reported procedure: To a mixture of 2(R)-[(3,4-methylendioxybenzyl)-(2,6-dimethyl-4-methoxybenzenesulfonyl)amino]-3-methanesulfonylamino-propionic acid (1 g, 1.9 mmol), O-benzylhydroxylamine (0.95 ml, 6 mmol) and 1-hydroxybenzotriazole hydrate (370 mg, 1.9 mmol), and N-methylmorpholine (0.7 ml, 5.7 mmol) in anhydrous dimethylformamide (20 ml) was added 1-ethyl-3(3-dimethylamino)-propyl carbodiimide hydrochloride salt. The mixture was stirred overnight and then condensed on the roto-evaporator. The remainder was tak... Reactants: Cn1cc(Br)cc(Br)c1=O, O=C([O-])[O-], CCn1nc(N)cc1C, C1COCCO1, CCOC(C)=O, O=C(C=Cc1ccccc1)C=Cc1ccccc1, O=C(C=Cc1ccccc1)C=Cc1ccccc1, O=C(C=Cc1ccccc1)C=Cc1ccccc1, [Cs+], [Cs+], O, [Pd], [Pd]. Product: CCn1nc(Nc2cc(Br)cn(C)c2=O)cc1C. As a reaction SMILES: [Br:10][c:11]1[c:12](=[O:19])[n:13]([CH3:18])[cH:14][c:15]([Br:17])[cH:16]1.[C:20](=[O:21])([O-:22])[O-:23].[CH2:1]([CH3:2])[n:3]1[n:4][c:5]([NH2:9])[cH:6][c:7]1[CH3:8].[CH2:27]1[O:28][CH2:29][CH2:30][O:31][CH2:32]1.[CH3:89][CH2:90][O:91][C:92](=[O:93])[CH3:94].[CH:35](=[CH:36][C:37]([CH:38]=[CH:39][c:40]1[cH:41][cH:42][cH:43][cH:44][cH:45]1)=[O:46])[c:47]1[cH:48][cH:49][cH:50][cH:51][cH:52]1.[CH:53](=[CH:54][C:55]([CH:56]=[CH:57][c:58]1[cH:59][cH:60][cH:61][cH:62][cH:63]1)=[O:64])[c:65]1[cH:66][cH:67][cH:68][cH:69][cH:70]1.[CH:71](=[CH:72][C:73]([CH:74]=[CH:75][c:76]1[cH:77][cH:78][cH:79][cH:80][cH:81]1)=[O:82])[c:83]1[cH:84][cH:85][cH:86][cH:87][cH:88]1.[Cs+:24].[Cs+:25].[OH2:26].[Pd:33].[Pd:34]>>[CH2:1]([CH3:2])[n:3]1[n:4][c:5]([NH:9][c:11]2[c:12](=[O:19])[n:13]([CH3:18])[cH:14][c:15]([Br:17])[cH:16]2)[cH:6][c:7]1[CH3:8]. Reactants: O=C(NCC(=O)N1CCC(Oc2ccccc2OCc2ccccc2)CC1)c1cc(-c2ccccc2)[nH]n1, c1ccc(COOc2ccccc2NC2CCNCC2)cc1, CO, Cl, O. The product is O=C(NCC(=O)N1CCC(Oc2ccccc2O)CC1)c1cc(-c2ccccc2)[nH]n1. RXN SMILES: [CH2:1]([c:2]1[cH:3][cH:4][cH:5][cH:6][cH:7]1)[O:8][c:9]1[c:10]([O:11][CH:12]2[CH2:13][CH2:14][N:15]([C:18]([CH2:19][NH:20][C:21](=[O:22])[c:23]3[n:24][nH:25][c:26](-[c:28]4[cH:29][cH:30][cH:31][cH:32][cH:33]4)[cH:27]3)=[O:34])[CH2:16][CH2:17]2)[cH:35][cH:36][cH:37][cH:38]1.[CH2:40]([O:41][O:42][c:43]1[cH:44][cH:45][cH:46][cH:47][c:48]1[NH:49][CH:50]1[CH2:51][CH2:52][NH:53][CH2:54][CH2:55]1)[c:56]1[cH:57][cH:58][cH:59][cH:60][cH:61]1.[CH3:62][OH:63].[ClH:39].[OH2:64]>>[OH:8][c:9]1[c:10]([O:11][CH:12]2[CH2:13][CH2:14][N:15]([C:18]([CH2:19][NH:20][C:21](=[O:22])[c:23]3[n:24][nH:25][c:26](-[c:28]4[cH:29][cH:30][cH:31][cH:32][cH:33]4)[cH:27]3)=[O:34])[CH2:16][CH2:17]2)[cH:35][cH:36][cH:37][cH:38]1.